This data is from the Open Reaction Database (ORD), a public repository of structured organic reaction records. The task is: describe an organic reaction: reactants, conditions, products, and yield Solvent: C(C)(=O)O (acetic acid), C(C)(=O)O (acetic acid). Reaction SMILES: [Cl:1][C:2]1[CH:7]=[CH:6][C:5]([C:8]2[NH:12][C:11]([C:13]([O:15][CH2:16][CH3:17])=[O:14])=[CH:10][CH:9]=2)=[CH:4][CH:3]=1.[S-:18][C:19]#[N:20].[NH4+].BrBr>C(O)(=O)C>[Cl:1][C:2]1[CH:3]=[CH:4][C:5]([C:8]2[NH:12][C:11]([C:13]([O:15][CH2:16][CH3:17])=[O:14])=[CH:10][C:9]=2[S:18][C:19]#[N:20])=[CH:6][CH:7]=1 |f:1.2|. Yield: 84.9%. Procedure details: A solution of ethyl 5-(p-chlorophenyl)-pyrrole-2-carboxylate (0.95 g, 3.8 mmol) in acetic acid (20 mL) is treated with ammonium thiocyanate (1.75 g, 22.8 mmol), stirred at room temperature for five minutes, cooled to 15° C., treated with a solution of bromine (0.91 g, 5.7 mmol) in acetic acid (10 mL) and stirred at room temperature for several hours. The reaction mixture is filtered to remove solids and the filtrate is poured into water and stirred. The aqueous mixture is filtered to obtain an o... Yields the product ClC1=CC=C(C=C1)C1=C(C=C(N1)C(=O)OCC)SC#N (Ethyl 5-(p-chlorophenyl]-4-thiocyanatopyrrole-2-carboxylate). Run at time 5 minute. The reactants are ClC1=CC=C(C=C1)C1=CC=C(N1)C(=O)OCC (ethyl 5-(p-chlorophenyl)-pyrrole-2-carboxylate), [S-]C#N.[NH4+] (ammonium thiocyanate), BrBr (bromine), ethyl acetate hexanes.